From a dataset of the Open Reaction Database (ORD), a public repository of structured organic reaction records. describe an organic reaction: reactants, conditions, products, and yield Starting materials: [N+](=O)([O-])[O-].[K+] (potassium nitrate), OC1=NC2=CC=C3C(=C2N=C1O)SC=N3 (7,8-dihydroxythiazolo[5,4-f]quinoxaline), ice water. Run in S(O)(O)(=O)=O (sulfuric acid). Conditions: time 4 hour. Product: OC1=NC2=CC(=C3C(=C2N=C1O)SC=N3)[N+](=O)[O-] (7,8-Dihydroxy-4-nitrothiazolo[5,4-f]quinoxaline). Isolated yield 63.1%. Reaction SMILES: [N+:1]([O-:4])([O-])=[O:2].[K+].[OH:6][C:7]1[C:16]([OH:17])=[N:15][C:14]2[C:9](=[CH:10][CH:11]=[C:12]3[N:20]=[CH:19][S:18][C:13]3=2)[N:8]=1>S(=O)(=O)(O)O>[OH:6][C:7]1[C:16]([OH:17])=[N:15][C:14]2[C:9](=[CH:10][C:11]([N+:1]([O-:4])=[O:2])=[C:12]3[N:20]=[CH:19][S:18][C:13]3=2)[N:8]=1 |f:0.1|. Procedure: Finely powdered potassium nitrate (92 mg, 0.9 mmol) was added to a stirred and ice-cooled solution of 7,8-dihydroxythiazolo[5,4-f]quinoxaline (0.20 g, 0.9 mmol) in 5 ml of conc. sulfuric acid. The mixture was stirred at 0° C. for 30 min, then at room temperature for 4 h, and finally poured into ice/water. The resulting precipitate was isolated by filtration, washed with water, and dried giving 0.15 g (62%) of the nitro compound; m.p.>360° C., IR (KBr) 1680 cm-1 ; 1H-NMR (DMSO-d6) 8.06 (s, 1H, Ar... Starting materials: BrC=1C=C(C=NC1)O (5-bromopyridin-3-ol), O1CCC(CC1)O (tetrahydro-2H-pyran-4-ol), C1(=CC=CC=C1)P(C1=CC=CC=C1)C1=CC=CC=C1 (triphenylphosphine). The solvent is C1(=CC=CC=C1)C (toluene), Cl (hydrochloric acid). Reaction conditions: temperature 60 celsius, time 18 hour. Yields the product BrC=1C=NC=C(C1)OC1CCOCC1 (3-bromo-5-(tetrahydro-2H-pyran-4-yloxy)pyridine), solid. Yield: 87.0%. As a reaction SMILES: [Br:1][C:2]1[CH:3]=[C:4]([OH:8])[CH:5]=[N:6][CH:7]=1.[O:9]1[CH2:14][CH2:13][CH:12](O)[CH2:11][CH2:10]1.C1(P(C2C=CC=CC=2)C2C=CC=CC=2)C=CC=CC=1>C1(C)C=CC=CC=1.Cl>[Br:1][C:2]1[CH:7]=[N:6][CH:5]=[C:4]([O:8][CH:12]2[CH2:13][CH2:14][O:9][CH2:10][CH2:11]2)[CH:3]=1. Procedure: A solution of 5-bromopyridin-3-ol (146 g, 834 mmol), tetrahydro-2H-pyran-4-ol (128 g, 1250 mmol), and triphenylphosphine (329 g, 1250 mmol) in toluene (2.0 L) was heated to reflux, and 750 mL of distillate was removed via a Dean-Stark trap. The reaction mixture was cooled to 60° C., and 547 g (1.25 mol) of a 40% (w/w) solution of DEAD in toluene was added drop-wise over a 1 hour period. The addition was exothermic with the reactor temperature at the end of addition near 95° C. The reaction mixtu... The reactants are CSC1=NN=C(O1)C1=C(C=CC=C1)CS(=O)(=O)N (2-[5-(Methylthio)-1,3,4-oxadiazol-2-yl]benzenemethanesulfonamide), Cl (hydrochloric acid), C1(=CC=CC=C1)OC(NC1=NC(=CC(=N1)OC)OC)=O (phenyl(4,6-dimethoxy pyrimidin-2-yl)carbamate), N12CCCN=CC2CCCC1 (1,5-diazabicyclo[5.4.0]undec-5-ene). The solvent is O1CCOCC1 (p-dioxane), O (water). Reaction conditions: time 2 hour. Product: COC1=NC(=NC(=C1)OC)NC(=O)NS(=O)(=O)CC1=C(C=CC=C1)C=1OC(=NN1)SC (N-[(4,6-Dimethoxypyrimidin-2-yl)aminocarbonyl]-2-[5-(methylthio)-1,3,4-oxadiazol-2-yl]benzenemethanesulfonamide). Yield: 25.7%. As a reaction SMILES: [CH3:1][S:2][C:3]1[O:7][C:6]([C:8]2[CH:13]=[CH:12][CH:11]=[CH:10][C:9]=2[CH2:14][S:15]([NH2:18])(=[O:17])=[O:16])=[N:5][N:4]=1.C1([O:25][C:26](=O)[NH:27][C:28]2[N:33]=[C:32]([O:34][CH3:35])[CH:31]=[C:30]([O:36][CH3:37])[N:29]=2)C=CC=CC=1.N12CCCCC1C=NCCC2.Cl>O1CCOCC1.O>[CH3:35][O:34][C:32]1[CH:31]=[C:30]([O:36][CH3:37])[N:29]=[C:28]([NH:27][C:26]([NH:18][S:15]([CH2:14][C:9]2[CH:10]=[CH:11][CH:12]=[CH:13][C:8]=2[C:6]2[O:7][C:3]([S:2][CH3:1])=[N:4][N:5]=2)(=[O:17])=[O:16])=[O:25])[N:33]=1. Procedure details: To a solution containing 0.62 g of the sulfonamide prepared in Example 3 contained in 10 ml of p-dioxane was added 0.6 g of phenyl(4,6-dimethoxy pyrimidin-2-yl)carbamate followed by dropwise addition of 0.33 g of 1,5-diazabicyclo[5.4.0]undec-5-ene (DBU). The solution was stirred at room temperature for two hours then diluted with about 100 ml of water. The clear solution was acidified with concentrated hydrochloric acid (red to litmus paper), to give a viscous oil. The oil was triturated by deca... Reactants: CC#N, COC(C)(C)C, C=CP(=O)(OC)OC, [Cl-], Nc1cc(N2C(=O)C3=C(CCCC3)C2=O)ccc1Cl, [Cu+2], CC(C)(C)ON=O. Yields the product COP(=O)(OC)C(Cl)Cc1cc(N2C(=O)C3=C(CCCC3)C2=O)ccc1Cl. As a reaction SMILES: [CH3:36][C:37]#[N:38].[CH3:40][O:41][C:42]([CH3:43])([CH3:44])[CH3:45].[CH:20](=[CH2:21])[P:22]([O:23][CH3:24])([O:25][CH3:26])=[O:27].[Cl-:28].[Cl:1][c:2]1[c:3]([NH2:4])[cH:5][c:6]([N:9]2[C:10](=[O:19])[C:11]3=[C:16]([CH2:15][CH2:14][CH2:13][CH2:12]3)[C:17]2=[O:18])[cH:7][cH:8]1.[Cu+2:39].[N:29]([O:30][C:31]([CH3:32])([CH3:33])[CH3:34])=[O:35]>>[Cl:1][c:2]1[c:3]([CH2:21][CH:20]([P:22]([O:23][CH3:24])([O:25][CH3:26])=[O:27])[Cl:28])[cH:5][c:6]([N:9]2[C:10](=[O:19])[C:11]3=[C:16]([CH2:15][CH2:14][CH2:13][CH2:12]3)[C:17]2=[O:18])[cH:7][cH:8]1.